From a dataset of the Open Reaction Database (ORD), a public repository of structured organic reaction records. describe an organic reaction: reactants, conditions, products, and yield Starting materials: [N+](=O)([O-])C1=C(C=CC(=C1)S(=O)C1=CC=CC=C1)NC(=S)NC(=O)OC (2-nitro-4-phenysulfinyl-1-(3-methoxycarbonyl-2-thioureido)benzene), CO (methanol), S(=O)([O-])S(=O)[O-].[Na+].[Na+] (sodium hydrosulfite). Run in O (water). Conditions: time 10 minute. Product: NC1=C(C=CC(=C1)S(=O)C1=CC=CC=C1)NC(=S)NC(=O)OC (2-amino-1-(3-methoxycarbonyl-2-thioureido)-4-phenylsulfinylbenzene). As a reaction SMILES: [N+:1]([C:4]1[CH:9]=[C:8]([S:10]([C:12]2[CH:17]=[CH:16][CH:15]=[CH:14][CH:13]=2)=[O:11])[CH:7]=[CH:6][C:5]=1[NH:18][C:19]([NH:21][C:22]([O:24][CH3:25])=[O:23])=[S:20])([O-])=O.CO.S(S([O-])=O)([O-])=O.[Na+].[Na+]>O>[NH2:1][C:4]1[CH:9]=[C:8]([S:10]([C:12]2[CH:13]=[CH:14][CH:15]=[CH:16][CH:17]=2)=[O:11])[CH:7]=[CH:6][C:5]=1[NH:18][C:19]([NH:21][C:22]([O:24][CH3:25])=[O:23])=[S:20] |f:2.3.4|. Procedure details: 1.5 G. of 2-nitro-4-phenysulfinyl-1-(3-methoxycarbonyl-2-thioureido)benzene is dissolved in a hot mixture of 450ml. of methanol and 200ml. of water. 15 G. of sodium hydrosulfite is added and, after boiling for 10 minutes, the solution is concentrated. The mixture is diluted with water, extracted thoroughly with chloroform and the product isolated by evaporation of the chloroform. Recrystallizing from methanol-chloroform yields 2-amino-1-(3-methoxycarbonyl-2-thioureido)-4-phenylsulfinylbenzene. Reactants: [Al+3], CCCCCCCCCCOc1ccc(-c2ccc(C(=O)O)cc2)cc1, CCOCC, [H-], [H-], [H-], [H-], [Li+]. The product is CCCCCCCCCCOc1ccc(-c2ccc(CO)cc2)cc1. Reaction SMILES: [Al+3:2].[CH2:7]([CH2:8][CH2:9][CH2:10][CH2:11][CH2:12][CH2:13][CH2:14][CH2:15][CH3:16])[O:17][c:18]1[cH:19][cH:20][c:21](-[c:24]2[cH:25][cH:26][c:27]([C:30](=[O:31])[OH:32])[cH:28][cH:29]2)[cH:22][cH:23]1.[CH3:33][CH2:34][O:35][CH2:36][CH3:37].[H-:1].[H-:4].[H-:5].[H-:6].[Li+:3]>>[CH2:7]([CH2:8][CH2:9][CH2:10][CH2:11][CH2:12][CH2:13][CH2:14][CH2:15][CH3:16])[O:17][c:18]1[cH:19][cH:20][c:21](-[c:24]2[cH:25][cH:26][c:27]([CH2:30][OH:31])[cH:28][cH:29]2)[cH:22][cH:23]1. Reactants: B(OC(C)C)(OC(C)C)OC(C)C (triisopropyl borate), BrC1=C(C=C(C=C1)F)C1OCCO1 (2-(2-bromo-5-fluoro-phenyl)-[1,3]dioxolane), solution, C(CCC)[Li] (n-butyllithium), Cl (hydrochloric acid). Solvent: CCCCCC (hexane), O (Water), O1CCCC1 (tetrahydrofuran). Run at temperature -74 celsius, time 1 hour. Product: FC1=CC(=C(C=C1)B(O)O)C=O (4-Fluoro-2-formylphenylboronic Acid). Yield: 76.8%. Reaction SMILES: Br[C:2]1[CH:7]=[CH:6][C:5]([F:8])=[CH:4][C:3]=1[CH:9]1[O:13]CCO1.C([Li])CCC.[B:19](OC(C)C)([O:24]C(C)C)[O:20]C(C)C.Cl>O1CCCC1.CCCCCC.O>[F:8][C:5]1[CH:6]=[CH:7][C:2]([B:19]([OH:24])[OH:20])=[C:3]([CH:9]=[O:13])[CH:4]=1. Procedure: To a solution of 2.30 g (9.31 mmol) 2-(2-bromo-5-fluoro-phenyl)-[1,3]dioxolane in 15 ml tetrahydrofuran was added dropwise at −70° C. 6.11 ml (9.77 mmol) of a 1.6 M solution of n-butyllithium in hexane. The reaction mixture was stirred at −74° C. for 1 h. After dropwise addition of 2.65 ml (11.2 mmol) triisopropyl borate at −70° C. the reaction mixture was allowed to warm to 15° C. during a period of 2 h. Water (7 ml) was added, and the mixture was acidified to pH 1 by addition of 37% hydrochlor... Reactants: CON(C)C(=O)C1CCN(C(=O)OC(C)(C)C)CC1, C1CCOC1. Yields the product CC(C)(C)OC(=O)N1CCC(C=O)CC1. As a reaction SMILES: [C:1]([CH3:2])([CH3:3])([CH3:4])[O:5][C:6](=[O:7])[N:8]1[CH2:9][CH2:10][CH:11]([C:14]([N:15]([O:16][CH3:17])[CH3:18])=[O:19])[CH2:12][CH2:13]1.[O:20]1[CH2:21][CH2:22][CH2:23][CH2:24]1>>[C:1]([CH3:2])([CH3:3])([CH3:4])[O:5][C:6](=[O:7])[N:8]1[CH2:9][CH2:10][CH:11]([CH:14]=[O:19])[CH2:12][CH2:13]1. Reactants: C(C)OC(=O)OC=1C=C(C(=O)O)C=CC1 (3-ethoxycarbonyloxybenzoic acid), S(O)(O)(=O)=O (sulphuric acid), S(O)(O)(=O)=O (sulphuric acid), [N+](=O)(O)[O-] (nitric acid). The solvent is O (water). The product is C(C)OC(=O)OC=1C=CC(=C(C(=O)O)C1)[N+](=O)[O-] (5-ethoxycarbonyloxy-2-nitrobenzoic acid). Yield: 76.9%. As a reaction SMILES: [CH2:1]([O:3][C:4]([O:6][C:7]1[CH:8]=[C:9]([CH:13]=[CH:14][CH:15]=1)[C:10]([OH:12])=[O:11])=[O:5])[CH3:2].S(=O)(=O)(O)O.[N+:21]([O-])([OH:23])=[O:22]>O>[CH2:1]([O:3][C:4]([O:6][C:7]1[CH:15]=[CH:14][C:13]([N+:21]([O-:23])=[O:22])=[C:9]([CH:8]=1)[C:10]([OH:12])=[O:11])=[O:5])[CH3:2]. Procedure: Finely ground 3-ethoxycarbonyloxybenzoic acid (10.5 g) was added with stirring to concentrated sulphuric acid at 2°. A mixture of concentrated sulphuric acid (10 ml) and 70% nitric acid (4.5 g) was then added dropwise with stirring, keeping the temperature at 5° or below. When addition was complete, the solution was stirred for another 30 minutes and then poured into ice and water (200 ml). The white solid which separated was washed with water and taken up in chloroform. The solution was dried (... Starting materials: C([O-])([O-])=O.[K+].[K+] (Potassium carbonate), C1(=CC=CC2=CC=CC=C12)[C@@H](C)N ((R)-1-(1-naphthyl)ethylamine), Cl (hydrochloric acid), Cl\C=C\CCl (trans 1,3-dichloropropene). The reagents and catalysts are [Br-].C(CCC)[N+](CCCC)(CCCC)CCCC (Tetrabutyl ammonium bromide). The solvent is C1(=CC=CC=C1)C (toluene), O (water), O (water), CC(=O)C (acetone). Run at temperature 40 celsius, time 30 minute. The product is ClC=CCN[C@H](C)C1=CC=CC2=CC=CC=C12 (3-chloro-N-[(1R)-1-(naphthalen-1-yl)ethyl]prop-2-en-1-amine). RXN SMILES: C(=O)([O-])[O-].[K+].[K+].[C:7]1([C@H:17]([NH2:19])[CH3:18])[C:16]2[C:11](=[CH:12][CH:13]=[CH:14][CH:15]=2)[CH:10]=[CH:9][CH:8]=1.[Cl:20]/[CH:21]=[CH:22]/[CH2:23]Cl.Cl>[Br-].C([N+](CCCC)(CCCC)CCCC)CCC.C1(C)C=CC=CC=1.CC(C)=O.O>[Cl:20][CH:21]=[CH:22][CH2:23][NH:19][C@@H:17]([C:7]1[C:16]2[C:11](=[CH:12][CH:13]=[CH:14][CH:15]=2)[CH:10]=[CH:9][CH:8]=1)[CH3:18] |f:0.1.2,6.7|. Procedure: Potassium carbonate (72.5 g), Tetrabutyl ammonium bromide (30 g) and de-ionized water (75 mL) were added to (R)-1-(1-naphthyl)ethylamine (150 g) in toluene (750 mL) at room temperature. The reaction mixture was heated to 60° C. to 70° C. and added trans 1,3-dichloropropene (126.4 g). The reaction mass was refluxed for 3 hours at 90° C. to 95° C. The reaction mixture was cooled to 40° C., and washed with de-ionized water (2×450 mL). The organic layer was separated and concentrated under vacuum at...